Dataset: the Open Reaction Database (ORD), a public repository of structured organic reaction records. Task: describe an organic reaction: reactants, conditions, products, and yield Reactants: N, [B-]1([C@H]2[C@@H]([C@@H]3C([C@H](C2)C3)(C)C)C)[C@H]2CCC[C@@H]1CCC2.[Li+], C1CN(C[C@@H](C1=O)O)S(=O)(=O)C. Reagents/catalysts: c1ccc(cc1)-c2c3ccccc3cc4ccccc24 (9-Phenylanthracene), CC(C)[O-].CC(C)[O-].CC(C)[O-].CC(C)[O-].[Ti+4] (Ti(OiPr)4). Run at temperature 25 celsius, time 18 hour. Product: CS(=O)(=O)N1CC[C@@H](N)[C@@H](O)C1. As a reaction SMILES: [CH3:1][S:2]([N:5]1[CH2:11][C@H:9]([OH:10])[C:8](=O)[CH2:7][CH2:6]1)(=[O:4])=[O:3].[NH3:12].[Li+].C[C@@H]1[C@H](C(C)(C)[C@@H]2C[C@H]1[BH-]([C@H]3CCC4)[C@H]4CCC3)C2>>[CH3:1][S:2]([N:5]1[CH2:11][C@H:9]([OH:10])[C@H:8]([NH2:12])[CH2:7][CH2:6]1)(=[O:4])=[O:3]. The product is CC(C)COC(=O)C12CCC(NCC(=O)N3CC(F)CC3C#N)(CC1)CC2. The reactants are N#CC1CC(F)CN1C(=O)CNC12CCC(C(=O)O)(CC1)CC2, CC(C)CBr. As a reaction SMILES: [C:1](=[O:2])([OH:3])[C:4]12[CH2:5][CH2:6][C:7]([NH:12][CH2:13][C:14](=[O:15])[N:16]3[CH:17]([C:22]#[N:23])[CH2:18][CH:19]([F:21])[CH2:20]3)([CH2:8][CH2:9]1)[CH2:10][CH2:11]2.[CH2:24]([CH:25]([CH3:26])[CH3:27])[Br:28]>>[C:1](=[O:2])([O:3][CH2:24][CH:25]([CH3:26])[CH3:27])[C:4]12[CH2:5][CH2:6][C:7]([NH:12][CH2:13][C:14](=[O:15])[N:16]3[CH:17]([C:22]#[N:23])[CH2:18][CH:19]([F:21])[CH2:20]3)([CH2:8][CH2:9]1)[CH2:10][CH2:11]2. Starting materials: CC(=O)[O-], CC(=O)[O-], CN(C)C=O, C=Cc1ccncc1, CCN(C(C)C)C(C)C, Cc1cc(Br)c2nc(Nc3ccc(Cl)c(Cl)c3)nc(O)c2c1[N+](=O)[O-], [Pd+2], Cc1ccccc1P(c1ccccc1C)c1ccccc1C. Yields the product Cc1cc(C=Cc2ccncc2)c2nc(Nc3ccc(Cl)c(Cl)c3)nc(O)c2c1[N+](=O)[O-]. As a reaction SMILES: [C:70]([O-:71])(=[O:72])[CH3:73].[C:75]([O-:76])(=[O:77])[CH3:78].[CH3:65][N:66]([CH3:67])[CH:68]=[O:69].[CH:26](=[CH2:27])[c:28]1[cH:29][cH:30][n:31][cH:32][cH:33]1.[CH:56]([N:57]([CH2:58][CH3:59])[CH:60]([CH3:61])[CH3:62])([CH3:63])[CH3:64].[Cl:1][c:2]1[cH:3][c:4]([NH:9][c:10]2[n:11][c:12]3[c:13]([Br:25])[cH:14][c:15]([CH3:24])[c:16]([N+:21](=[O:22])[O-:23])[c:17]3[c:18]([OH:20])[n:19]2)[cH:5][cH:6][c:7]1[Cl:8].[Pd+2:74].[c:34]1([CH3:35])[cH:36][cH:37][cH:38][cH:39][c:40]1[P:41]([c:42]1[cH:43][cH:44][cH:45][cH:46][c:47]1[CH3:48])[c:49]1[cH:50][cH:51][cH:52][cH:53][c:54]1[CH3:55]>>[Cl:1][c:2]1[cH:3][c:4]([NH:9][c:10]2[n:11][c:12]3[c:13]([CH:27]=[CH:26][c:28]4[cH:29][cH:30][n:31][cH:32][cH:33]4)[cH:14][c:15]([CH3:24])[c:16]([N+:21](=[O:22])[O-:23])[c:17]3[c:18]([OH:20])[n:19]2)[cH:5][cH:6][c:7]1[Cl:8]. Reactants: [BH4-].[Na+] (NaBH4), Cl.COC(=O)[C@@H]1CC[C@H](CC1)N (trans-4-amino-cyclohexylcarboxylic acid methyl ester hydrochloride), TEA, [O-]S(=O)(=O)[O-].[Mg+2] (MgSO4), C(C1=CC=CC=C1)=O (benzaldehyde). Run in CO (MeOH), O (H2O). Conditions: temperature 0 celsius, time 1 hour. Yields the product COC(=O)C1CCC(CC1)NCC1=CC=CC=C1 (4-benzylamino-cyclohexanecarboxylic acid methyl ester). The yield is 47.0%. As a reaction SMILES: Cl.[CH3:2][O:3][C:4]([C@H:6]1[CH2:11][CH2:10][C@H:9]([NH2:12])[CH2:8][CH2:7]1)=[O:5].[O-]S([O-])(=O)=O.[Mg+2].[CH:19](=O)[C:20]1[CH:25]=[CH:24][CH:23]=[CH:22][CH:21]=1.[BH4-].[Na+]>CO.O>[CH3:2][O:3][C:4]([CH:6]1[CH2:11][CH2:10][CH:9]([NH:12][CH2:19][C:20]2[CH:25]=[CH:24][CH:23]=[CH:22][CH:21]=2)[CH2:8][CH2:7]1)=[O:5] |f:0.1,2.3,5.6|. Procedure details: To a solution of trans-4-amino-cyclohexylcarboxylic acid methyl ester hydrochloride (4.5 g, 23.24 mmol) in MeOH (30 mL) is added TEA (1.3 mL, 9.339 mmol), MgSO4 (4.2 g, 34.88 mmol), and benzaldehyde (2.5 mL, 24.74 mmol). The mixture stirs 1 h. The mixture is then cooled to 0° C. and NaBH4 (5.0 g, 132.2 mmol) is added portionwise over 0.5 h. The mixture stirs 1 h at ambient temperature. Then H2O (200 mL) is added and the mixture is extracted with EtOAc (2×500 mL), dried and concentrated. The resu... Starting materials: CCOC(=O)c1nc2scc(CBr)c2c(=O)[nH]1, Cl, N#C[Na], CN(C)C=O. Product: CCOC(=O)c1nc2scc(CC#N)c2c(=O)[nH]1. As a reaction SMILES: [Br:1][CH2:2][c:3]1[cH:4][s:5][c:6]2[n:7][c:8]([C:13](=[O:14])[O:15][CH2:16][CH3:17])[nH:9][c:10](=[O:12])[c:11]12.[ClH:21].[Na:18][C:19]#[N:20].[O:22]=[CH:23][N:24]([CH3:25])[CH3:26]>>[CH2:2]([c:3]1[cH:4][s:5][c:6]2[n:7][c:8]([C:13](=[O:14])[O:15][CH2:16][CH3:17])[nH:9][c:10](=[O:12])[c:11]12)[C:19]#[N:20]. Starting materials: [N+](=O)([O-])C=1C=NC=CC1OC=1C=C2C=CNC2=CC1 (5-[(3-nitro-4-pyridinyl)oxy]-1H-indole). Reagents/catalysts: [Pd] (Pd/C). Solvent: C(C)O (ethanol), C(C)O (ethanol). Reaction conditions: time 1 hour. Yields the product N1C=CC2=CC(=CC=C12)OC1=C(C=NC=C1)N (4-[(1H-Indol-5-yl)oxy]-3-pyridinamine). Yield: 94.9%. RXN SMILES: [N+:1]([C:4]1[CH:5]=[N:6][CH:7]=[CH:8][C:9]=1[O:10][C:11]1[CH:12]=[C:13]2[C:17](=[CH:18][CH:19]=1)[NH:16][CH:15]=[CH:14]2)([O-])=O>C(O)C.[Pd]>[NH:16]1[C:17]2[C:13](=[CH:12][C:11]([O:10][C:9]3[CH:8]=[CH:7][N:6]=[CH:5][C:4]=3[NH2:1])=[CH:19][CH:18]=2)[CH:14]=[CH:15]1. Procedure: To a slurry of 10% Pd/C (1.0 g) in 10 ml of ethanol was added 5-[(3-nitro-4-pyridinyl)oxy]-1H-indole (3.7 g) in 240 ml ethanol and this was shaken on a Parr apparatus for 1 hour. The mixture was filtered and the filtrate concentrated to yield an oil (3.1 g) which was eluted with ethyl acetate on a silica gel column via HPLC. The desired fractions were concentrated to an oil which solidified on standing to yield 2.6 g, m.p. 155°-157° C. Starting materials: CC1=CC2=C(C=C(O2)C#N)C=C1 (6-methylbenzofuran-2-carbonitrile), C1CC(=O)N(C1=O)Br (NBS), AlBN. Solvent: C(Cl)(Cl)(Cl)Cl (carbon tetrachloride). The product is BrCC1=CC2=C(C=C(O2)C#N)C=C1 (6-(bromomethyl)benzofuran-2-carbonitrile). RXN SMILES: [CH3:1][C:2]1[CH:12]=[CH:11][C:5]2[CH:6]=[C:7]([C:9]#[N:10])[O:8][C:4]=2[CH:3]=1.C1C(=O)N([Br:20])C(=O)C1>C(Cl)(Cl)(Cl)Cl>[Br:20][CH2:1][C:2]1[CH:12]=[CH:11][C:5]2[CH:6]=[C:7]([C:9]#[N:10])[O:8][C:4]=2[CH:3]=1. Procedure: 6-methylbenzofuran-2-carbonitrile (12 g, 76 mmol), NBS (13.59 g, 76 mmol), and AlBN (1.25 g, 7.64 mmol) were dissolved in carbon tetrachloride (191 ml). The mixture was heated to reflux overnight. After 18 h the reaction was cooled to RT and concentrated under reduced pressure. The product was then crashed out using MeOH and the slurry was placed in the fridge overnight. The slurry was filtered and the collected PPT was washed with MeOH. The collected PPT was pure 6-(bromomethyl)benzofuran-2-car... Reactants: [Cl-].[NH4+] (ammonium chloride), C(=O)C1=CC=NS1 (5-formylisothiazole), N1C(CC1)=O (azetidinone), C(CCC)[Li] (n-butyl lithium), C(C)(C)NC(C)C (diisopropylamine), [Si](C)(C)(C(C)(C)C)N1C(CC1SC(C1=CC=CC=C1)(C1=CC=CC=C1)C1=CC=CC=C1)=O (1-t-butyldimethylsilyl-4-tritylthioazetidin-2-one), N1C(CC1)=O (azetidinone). Run in C(Cl)(Cl)Cl (CHCl3), O1CCCC1 (THF), C(C)(=O)OCC.CCCCCC (ethyl acetate hexane), C(Cl)(Cl)Cl (CHCl3), C(C)(=O)OCC (ethyl acetate), O1CCCC1 (THF), O1CCCC1 (tetrahydrofuran). Run at temperature -30 celsius, time 10 minute. Yields the product [Si](C)(C)(C(C)(C)C)N1C(C(C1SC(C1=CC=CC=C1)(C1=CC=CC=C1)C1=CC=CC=C1)C(C1=CC=NS1)O)=O (1-t-Butyldimethylsilyl-3-[hydroxy(5-isothiazolyl)methyl]-4-tritylthioazetidin-2-one). As a reaction SMILES: C([Li])CCC.C(NC(C)C)(C)C.[Si:13]([N:20]1[CH:23]([S:24][C:25]([C:38]2[CH:43]=[CH:42][CH:41]=[CH:40][CH:39]=2)([C:32]2[CH:37]=[CH:36][CH:35]=[CH:34][CH:33]=2)[C:26]2[CH:31]=[CH:30][CH:29]=[CH:28][CH:27]=2)[CH2:22][C:21]1=[O:44])([C:16]([CH3:19])([CH3:18])[CH3:17])([CH3:15])[CH3:14].[CH:45]([C:47]1[S:51][N:50]=[CH:49][CH:48]=1)=[O:46].[Cl-].[NH4+].N1CCC1=O>O1CCCC1.C(OCC)(=O)C.C(Cl)(Cl)Cl.C(OCC)(=O)C.CCCCCC>[Si:13]([N:20]1[CH:23]([S:24][C:25]([C:38]2[CH:43]=[CH:42][CH:41]=[CH:40][CH:39]=2)([C:32]2[CH:37]=[CH:36][CH:35]=[CH:34][CH:33]=2)[C:26]2[CH:27]=[CH:28][CH:29]=[CH:30][CH:31]=2)[CH:22]([CH:45]([OH:46])[C:47]2[S:51][N:50]=[CH:49][CH:48]=2)[C:21]1=[O:44])([C:16]([CH3:19])([CH3:18])[CH3:17])([CH3:15])[CH3:14] |f:4.5,10.11|. Procedure details: A solution of n-butyl lithium (1.64M in hexane, 0.73 ml) was added to a solution of diisopropylamine (0.17 ml) in dry tetrahydrofuran (THF) (8 ml) at -30° C. under dry argon. After stirring at -30° C. for 10 minutes the mixture was cooled to -76° C. and treated with a solution of 1-t-butyldimethylsilyl-4-tritylthioazetidin-2-one (1) (459 mg) (Bristol-Myers Patent GB No. 2042515 A) in dry THF (4 ml). After a further 15 minutes at -76° C. the stirred mixture was treated with a solution of 5-formyl... The reactants are ClC1=CC=C(OC=2C=CC(NN2)=O)C=C1 (6-(4-chlorophenoxy)-3-pyridazinone), C=O (formaldehyde). The solvent is C(C)O (ethanol). Conditions: time 1 hour. The product is OCN1N=C(C=CC1=O)OC1=CC=C(C=C1)Cl (2-Hydroxymethyl-6-(4-chlorophenoxy)-3-pyridazinone). RXN SMILES: [Cl:1][C:2]1[CH:15]=[CH:14][C:5]([O:6][C:7]2[CH:8]=[CH:9][C:10](=[O:13])[NH:11][N:12]=2)=[CH:4][CH:3]=1.[CH2:16]=[O:17]>C(O)C>[OH:17][CH2:16][N:11]1[C:10](=[O:13])[CH:9]=[CH:8][C:7]([O:6][C:5]2[CH:4]=[CH:3][C:2]([Cl:1])=[CH:15][CH:14]=2)=[N:12]1. Procedure: Into a solution, at reflux, of 7 g 6-(4-chlorophenoxy)-3-pyridazinone in 100 ml ethanol, there are poured 30 ml of a 20% aqueous formaldehyde solution, and then after 1 hour a further 30 ml. After refluxing for 3 hours, the solution is concentrated to half, and 100 ml water are introduced into the mixture from which 4.5 g of final product are extracted in chloroform. After recrystallisation from benzene, the product melts at 162° C. (with decomposition) Starting materials: OC1CCN(CC1)C=1C=C2C=CC=NC2=C(N1)C=1C=C(C#N)C=CC1 (3-[6-(4-Hydroxy-piperidin-1-yl)-[1,7]naphthyridin-8-yl]-benzonitrile), [OH-].[Na+] (NaOH), BrCC(=O)OC(C)(C)C (tert-butyl bromoacetate), [OH-].[Na+] (NaOH), BrCC(=O)OC(C)(C)C (tert-Butyl bromoacetate), O (water). The solvent is C1CCOC1 (THF). Reaction conditions: temperature 0 celsius, time 30 minute. Yields the product C(C)(C)(C)OC(COC1CCN(CC1)C=1C=C2C=CC=NC2=C(N1)C1=CC(=CC=C1)C#N)=O ({1-[8-(3-cyano-phenyl)-[1,7]naphthyridin-6-yl]-piperidin-4-yloxy}-acetic acid tert-butyl ester). Reaction SMILES: [OH:1][CH:2]1[CH2:7][CH2:6][N:5]([C:8]2[CH:9]=[C:10]3[C:15](=[C:16]([C:18]4[CH:19]=[C:20]([CH:23]=[CH:24][CH:25]=4)[C:21]#[N:22])[N:17]=2)[N:14]=[CH:13][CH:12]=[CH:11]3)[CH2:4][CH2:3]1.[OH-].[Na+].Br[CH2:29][C:30]([O:32][C:33]([CH3:36])([CH3:35])[CH3:34])=[O:31].O>C1COCC1>[C:33]([O:32][C:30](=[O:31])[CH2:29][O:1][CH:2]1[CH2:7][CH2:6][N:5]([C:8]2[CH:9]=[C:10]3[C:15](=[C:16]([C:18]4[CH:25]=[CH:24][CH:23]=[C:20]([C:21]#[N:22])[CH:19]=4)[N:17]=2)[N:14]=[CH:13][CH:12]=[CH:11]3)[CH2:4][CH2:3]1)([CH3:36])([CH3:35])[CH3:34] |f:1.2|. Procedure: 3-[6-(4-Hydroxy-piperidin-1-yl)-[1,7]naphthyridin-8-yl]-benzonitrile (570 mg, 1.73 mmol) THF (5 ml) is added to NaOH (60% dispersion in mineral oil) (166 mg, 6.9 mmol) suspended in THF (20 ml) at 0° C. Stirred at 0° C. for 30 minutes. tert-Butyl bromoacetate (0.51 ml, 3.45 mmol) is added and the reaction mixture is stirred at 0° C. for 5 minutes then at room temperature for 18 hours. Further tert-butyl bromoacetate (0.25 ml, 1.73 mmol) and NaOH (80 mg, 3.3 mmol) are added and the reaction mixtur...